The task is: describe an organic reaction: reactants, conditions, products, and yield. This data is from the Open Reaction Database (ORD), a public repository of structured organic reaction records. Starting materials: BrC1=C(C2=C(C=NN(C2=O)COCC[Si](C)(C)C)N1COCC[Si](C)(C)C)CBr (2-bromo-3-bromomethyl-1,5-bis(2-trimethylsilylethoxymethyl)-1,5-dihydropyrrolo[2,3-d]pyridazin-4-one), O1CCCC1 (tetrahydrofuran), CC(CC)O (2-butanol), [H-].[Na+] (sodium hydride). Run in O (water). Run at time 3 hour. Product: BrC1=C(C2=C(C=NN(C2=O)COCC[Si](C)(C)C)N1COCC[Si](C)(C)C)COC(C)CC (2-Bromo-3-(sec-butoxymethyl)-1,5-bis(2-trimethylsilylethoxymethyl)-1,5-dihydropyrrolo[2,3-d]pyridazin-4-one). Yield: 55.0%. As a reaction SMILES: O1CCCC1.[CH3:6][CH:7]([OH:10])[CH2:8][CH3:9].[H-].[Na+].[Br:13][C:14]1[N:31]([CH2:32][O:33][CH2:34][CH2:35][Si:36]([CH3:39])([CH3:38])[CH3:37])[C:17]2[CH:18]=[N:19][N:20]([CH2:23][O:24][CH2:25][CH2:26][Si:27]([CH3:30])([CH3:29])[CH3:28])[C:21](=[O:22])[C:16]=2[C:15]=1[CH2:40]Br>O>[Br:13][C:14]1[N:31]([CH2:32][O:33][CH2:34][CH2:35][Si:36]([CH3:39])([CH3:38])[CH3:37])[C:17]2[CH:18]=[N:19][N:20]([CH2:23][O:24][CH2:25][CH2:26][Si:27]([CH3:30])([CH3:29])[CH3:28])[C:21](=[O:22])[C:16]=2[C:15]=1[CH2:40][O:10][CH:7]([CH2:8][CH3:9])[CH3:6] |f:2.3|. Procedure details: To 4 ml of dehydrated tetrahydrofuran solution containing 0.96 ml of 2-butanol was added 0.30 g of sodium hydride (60% dispersed material in mineral oil), and the mixture was stirred at room temperature for 3 hours. Then, 0.85 g (1.50 mmol) of 2-bromo-3-bromomethyl-1,5-bis(2-trimethylsilylethoxymethyl)-1,5-dihydropyrrolo[2,3-d]pyridazin-4-one obtained in Reference example 25-(a) was added to the mixture under cooling in ice-bath, and the mixture was stirred at the same temperature for 1 hour. Af... The reactants are FC=1C(=NC=C(C1)F)COC1=CC(NC=C1)=O (4((3,5-Difluoropyridin-2-yl)methoxy)pyridin-2(1H)-one), BrC=1C=CC=2C3=C(N(C2C1)C)CCN(CC3)C(=O)OC(C)(C)C (tert-butyl 8-bromo-6-methyl-1,2,4,5-tetrahydroazepino[4,5-b]indole-3(6H)-carboxylate). Yield: 31.2%. Reported procedure: 4((3,5-Difluoropyridin-2-yl)methoxy)pyridin-2(1H)-one (100 mg, 0.418 mmol) and tert-butyl 8-bromo-6-methyl-1,2,4,5-tetrahydroazepino[4,5-b]indole-3(6H)-carboxylate (206 mg, 0.544 mmol) were reacted following the procedure for Example 2 (step d) to provide the title compound (70 mg, 30%) as a brown oil; ESI MS m/z 537 [M+H]+. As a reaction SMILES: [F:1][C:2]1[C:3]([CH2:9][O:10][C:11]2[CH:16]=[CH:15][NH:14][C:13](=[O:17])[CH:12]=2)=[N:4][CH:5]=[C:6]([F:8])[CH:7]=1.Br[C:19]1[CH:20]=[CH:21][C:22]2[C:23]3[CH2:33][CH2:32][N:31]([C:34]([O:36][C:37]([CH3:40])([CH3:39])[CH3:38])=[O:35])[CH2:30][CH2:29][C:24]=3[N:25]([CH3:28])[C:26]=2[CH:27]=1>>[F:1][C:2]1[C:3]([CH2:9][O:10][C:11]2[CH:16]=[CH:15][N:14]([C:19]3[CH:20]=[CH:21][C:22]4[C:23]5[CH2:33][CH2:32][N:31]([C:34]([O:36][C:37]([CH3:40])([CH3:39])[CH3:38])=[O:35])[CH2:30][CH2:29][C:24]=5[N:25]([CH3:28])[C:26]=4[CH:27]=3)[C:13](=[O:17])[CH:12]=2)=[N:4][CH:5]=[C:6]([F:8])[CH:7]=1. Yields the product FC=1C(=NC=C(C1)F)COC1=CC(N(C=C1)C=1C=CC=2C3=C(N(C2C1)C)CCN(CC3)C(=O)OC(C)(C)C)=O (tert-Butyl 8-(4-((3,5-difluoropyridin-2-yl)methoxy)-2-oxopyridin-1(2H)-yl)-6-methyl-1,2,4,5-tetrahydroazepino[4,5-b]indole-3(6H) carboxylate). Reactants: BrC=1C(=NC(=C(C1)[N+](=O)[O-])N)C (3-bromo-5-nitro-6-amino-2-picoline), Cl (hydrochloric acid). The reagents and catalysts are [Fe] (iron). The solvent is C(C)O (ethanol), O (water). Run at time 1 hour. The product is BrC=1C(=NC(=C(C1)N)N)C (3-bromo-5,6-diamino-2-picoline). The yield is 98.4%. As a reaction SMILES: [Br:1][C:2]1[C:3]([CH3:12])=[N:4][C:5]([NH2:11])=[C:6]([N+:8]([O-])=O)[CH:7]=1.Cl>C(O)C.O.[Fe]>[Br:1][C:2]1[C:3]([CH3:12])=[N:4][C:5]([NH2:11])=[C:6]([NH2:8])[CH:7]=1. Procedure: 7.7 g(0.0332 mole) of the compound obtained in step 2 was dissolved in a mixture of 27 ml of ethanol and 7 ml of water and to the resulting solution were added 20 g(0.36 mole) of iron powder and 0.33 ml of conc. hydrochloric acid. The resultant was refluxed with stirring for 1 hour, filtered through Cellite to remove the remaining iron powder and washed with ethanol(50 ml×3). The filtrate was concentrated under reduced pressure and dissolved in ethyl acetate. The resultant was passed through sil... The reactants are ClC(=O)OC(C)Cl (1-Chloroethyl chloroformate), C(C1=CC=CC=C1)N1CC=C(CC1)C1=C(C=C(C=C1)N1C(O[C@H](C1)CN1N=CN=N1)=O)F ((5R)-3-(4-(1-benzyl-1,2,5,6-tetrahydropyridin-4-yl)-3-fluoro-phenyl)-5-(tetrazol-2-ylmethyl)oxazolidin-2-one). The reagents and catalysts are C(C)(C)N(C(C)C)CC (N,N-diisopropylethylamine). Solvent: ice water, ClCCl (dichloromethane). Run at time 30 minute. The product is N1CC=C(CC1)C1=C(C=C(C=C1)N1C(O[C@H](C1)CN1N=CN=N1)=O)F ((5R)-3-(4-(1,2,5,6-Tetrahydropyridin-4-yl)-3-fluorophenyl)-5-(tetrazol-2-ylmethyl)oxazolidin-2-one). Isolated yield 86.7%. Reaction SMILES: ClC(OC(Cl)C)=O.C([N:15]1[CH2:20][CH2:19][C:18]([C:21]2[CH:26]=[CH:25][C:24]([N:27]3[CH2:31][C@H:30]([CH2:32][N:33]4[N:37]=[N:36][CH:35]=[N:34]4)[O:29][C:28]3=[O:38])=[CH:23][C:22]=2[F:39])=[CH:17][CH2:16]1)C1C=CC=CC=1>ClCCl.C(N(CC)C(C)C)(C)C>[NH:15]1[CH2:20][CH2:19][C:18]([C:21]2[CH:26]=[CH:25][C:24]([N:27]3[CH2:31][C@H:30]([CH2:32][N:33]4[N:37]=[N:36][CH:35]=[N:34]4)[O:29][C:28]3=[O:38])=[CH:23][C:22]=2[F:39])=[CH:17][CH2:16]1. Reported procedure: 1-Chloroethyl chloroformate (1.18 g, 8.3 mM) was added dropwise, under an atmosphere of nitrogen, to a stirred solution of (5R)-3-(4-(1-benzyl-1,2,5,6-tetrahydropyridin-4-yl)-3-fluoro-phenyl)-5-(tetrazol-2-ylmethyl)oxazolidin-2-one (2.56 g, 5.90 mM) and N,N-diisopropylethylamine (0.230 mg, 1.77 mM) in dichloromethane (50 ml) with cooling in ice/water. The reaction was stirred for 30 minutes at ice temperature, and the brown solution purified by MPLC on silica, eluting with 75% ethyl acetate in i... Starting materials: [Cl-].[NH4+] (Ammonium chloride), C1=CC=CC=2C=CC3=C(C=4C=CC=CC4N=C3C21)C(=O)OC2=CC=CC=C2 (Phenyl benz[c]acridine-7-carboxylate). Reagents/catalysts: [Zn] (zinc). The solvent is C(C)O (ethanol), C(C)(=O)OCC (ethyl acetate). Reaction conditions: time 2 hour. Yields the product C1=CC=CC=2C=CC=3C(C=4C=CC=CC4NC3C21)C(=O)OC2=CC=CC=C2 (Phenyl benz[c]acridan-7-carboxylate). As a reaction SMILES: [Cl-].[NH4+].[CH:3]1[C:20]2[C:19]3[C:10](=[C:11]([C:21]([O:23][C:24]4[CH:29]=[CH:28][CH:27]=[CH:26][CH:25]=4)=[O:22])[C:12]4[CH:13]=[CH:14][CH:15]=[CH:16][C:17]=4[N:18]=3)[CH:9]=[CH:8][C:7]=2[CH:6]=[CH:5][CH:4]=1>C(O)C.C(OCC)(=O)C.[Zn]>[CH:3]1[C:20]2[C:19]3[NH:18][C:17]4[CH:16]=[CH:15][CH:14]=[CH:13][C:12]=4[CH:11]([C:21]([O:23][C:24]4[CH:25]=[CH:26][CH:27]=[CH:28][CH:29]=4)=[O:22])[C:10]=3[CH:9]=[CH:8][C:7]=2[CH:6]=[CH:5][CH:4]=1 |f:0.1|. Procedure: Ammonium chloride (10 g) and 10 g of zinc were added to an Ar-purged suspension of 1.0 g of the ester from step (b) in ethanol. The mixture was stirred for 2 h, filtered and the solids washed with CH2Cl2. The combined solutions were evaporated to dryness producing a white solid which was dissolved in ethyl acetate and washed with 3×25 mL of water. The product was purified by chromatography using 10% ethyl acetate/hexane. 1H NMR (CDCl3) δ 5.48 (s, 1H), 5.69-7.27 (m, 9H), 7.41-7.55 (m, 5H), 7.83-7...